From a dataset of the Open Reaction Database (ORD), a public repository of structured organic reaction records. describe an organic reaction: reactants, conditions, products, and yield Reactants: IC1=CC=C(C=C1)C=1OC(=NN1)C (2-(4-iodophenyl)-5-methyl-[1,3,4]oxadiazole), CC1=C(C=C(C=C1)NC(=O)C1=CSC=C1)B1OC(C(O1)(C)C)(C)C (N-[4-methyl-3-(4,4,5,5,-tetramethyl-[1,3,2]dioxaborolan-2-yl)-phenyl]thiophene-3-amide), IC1=CC=C(C=C1)C=1OC(=NN1)C (2-(4-iodophenyl)-5-methyl-[1,3,4]oxadiazole), CC1=C(C=C(C=C1)NC(=O)C1=CSC=C1)B1OC(C(O1)(C)C)(C)C (N-[4-methyl-3-(4,4,5,5,-tetramethyl-[1,3,2]dioxaborolan-2-yl)-phenyl]thiophene-3-amide). Run in CC(C)O (propan-2-ol). The product is CC1=CC=C(C=C1C1=CC=C(C=C1)C=1OC(=NN1)C)NC(=O)C1=CSC=C1 (Thiophene-3-carboxylic acid[6-methyl-4′-(5-methyl-[1,3,4]oxadiazol-2-yl)-biphenyl-3-yl]-amide). RXN SMILES: I[C:2]1[CH:7]=[CH:6][C:5]([C:8]2[O:9][C:10]([CH3:13])=[N:11][N:12]=2)=[CH:4][CH:3]=1.[CH3:14][C:15]1[CH:20]=[CH:19][C:18]([NH:21][C:22]([C:24]2[CH:28]=[CH:27][S:26][CH:25]=2)=[O:23])=[CH:17][C:16]=1B1OC(C)(C)C(C)(C)O1>CC(O)C>[CH3:14][C:15]1[C:16]([C:2]2[CH:7]=[CH:6][C:5]([C:8]3[O:9][C:10]([CH3:13])=[N:11][N:12]=3)=[CH:4][CH:3]=2)=[CH:17][C:18]([NH:21][C:22]([C:24]2[CH:28]=[CH:27][S:26][CH:25]=2)=[O:23])=[CH:19][CH:20]=1. Procedure: Example 34 was prepared using 2-(4-iodophenyl)-5-methyl-[1,3,4]oxadiazole (Intermediate 15) and N-[4-methyl-3-(4,4,5,5, -tetramethyl-[1,3,2]dioxaborolan-2-yl)-phenyl]thiophene-3-amide (Intermediate 27) with propan-2-ol as the solvent. The reactants are Cc1cccc(Br)n1, O=C([O-])[O-], [Cs+], [Cs+], C1COCCO1, CC1(C)c2cccc(P(c3ccccc3)c3ccccc3)c2Oc2c(P(c3ccccc3)c3ccccc3)cccc21, Nc1ncc(-c2cccnc2)c2cccnc12. Product: Cc1cccc(Nc2ncc(-c3cccnc3)c3cccnc23)n1. Reaction SMILES: [Br:18][c:19]1[n:20][c:21]([CH3:25])[cH:22][cH:23][cH:24]1.[C:68](=[O:69])([O-:70])[O-:71].[Cs+:72].[Cs+:73].[O:74]1[CH2:75][CH2:76][O:77][CH2:78][CH2:79]1.[c:26]1([P:27]([c:28]2[cH:29][cH:30][cH:31][cH:32][cH:33]2)[c:34]2[c:35]3[c:59]([cH:60][cH:61][cH:62]2)[C:56]([CH3:57])([CH3:58])[c:38]2[c:37]([c:42]([P:43]([c:44]4[cH:45][cH:46][cH:47][cH:48][cH:49]4)[c:50]4[cH:51][cH:52][cH:53][cH:54][cH:55]4)[cH:41][cH:40][cH:39]2)[O:36]3)[cH:63][cH:64][cH:65][cH:66][cH:67]1.[n:1]1[cH:2][c:3](-[c:7]2[c:8]3[cH:9][cH:10][cH:11][n:12][c:13]3[c:14]([NH2:17])[n:15][cH:16]2)[cH:4][cH:5][cH:6]1>>[n:1]1[cH:2][c:3](-[c:7]2[c:8]3[cH:9][cH:10][cH:11][n:12][c:13]3[c:14]([NH:17][c:19]3[n:20][c:21]([CH3:25])[cH:22][cH:23][cH:24]3)[n:15][cH:16]2)[cH:4][cH:5][cH:6]1. Starting materials: hydrochloride salt, N12C[C@H](C(CC1)CC2)NC2=C(C(NC1=CC=C(C=C21)Br)=O)C2=NC1=C(N2)C=CC=C1 (4-[(3S)-1-azabicyclo[2.2.2]oct-3-ylamino]-3-(1H-benzimidazol-2-yl)-6-bromoquinolin-2(1H)-one), COC1=CC=C(C=C1)B(O)O (4-methoxyphenyl boronic acid), C(Cl)Cl (CH2Cl2), C(=O)([O-])[O-].[Na+].[Na+] (Na2CO3). Run in COCCOC (DME). Reaction conditions: temperature 90 celsius. Product: N12C[C@H](C(CC1)CC2)NC2=C(C(NC1=CC=C(C=C21)C2=CC=C(C=C2)OC)=O)C2=NC1=C(N2)C=CC=C1 (4-[(3S)-1-Azabicyclo[2.2.2]oct-3-ylamino]-3-(1H-benzimidazol-2-yl)-6-(4-methoxyphenyl)quinolin-2(1H)-one). As a reaction SMILES: [N:1]12[CH2:8][CH2:7][CH:4]([CH2:5][CH2:6]1)[C@H:3]([NH:9][C:10]1[C:19]3[C:14](=[CH:15][CH:16]=[C:17](Br)[CH:18]=3)[NH:13][C:12](=[O:21])[C:11]=1[C:22]1[NH:26][C:25]3[CH:27]=[CH:28][CH:29]=[CH:30][C:24]=3[N:23]=1)[CH2:2]2.[CH3:31][O:32][C:33]1[CH:38]=[CH:37][C:36](B(O)O)=[CH:35][CH:34]=1.C([O-])([O-])=O.[Na+].[Na+].C(Cl)Cl>COCCOC>[N:1]12[CH2:8][CH2:7][CH:4]([CH2:5][CH2:6]1)[C@H:3]([NH:9][C:10]1[C:19]3[C:14](=[CH:15][CH:16]=[C:17]([C:36]4[CH:37]=[CH:38][C:33]([O:32][CH3:31])=[CH:34][CH:35]=4)[CH:18]=3)[NH:13][C:12](=[O:21])[C:11]=1[C:22]1[NH:26][C:25]3[CH:27]=[CH:28][CH:29]=[CH:30][C:24]=3[N:23]=1)[CH2:2]2 |f:2.3.4|. Reported procedure: A vial was charged with the hydrochloride salt of 4-[(3S)-1-azabicyclo[2.2.2]oct-3-ylamino]-3-(1H-benzimidazol-2-yl)-6-bromoquinolin-2(1H)-one (1.0 equivalent) and 4-methoxyphenyl boronic acid (1.3 equivalents). To this solution was added DME and 2 M aqueous Na2CO3 (10%). The mixture was degassed by bubbling argon through the solution for 5 minutes. Pd(dppf)2Cl2.CH2Cl2 (0.2 equivalents) was then added to the degassed solution. The mixture was heated at 90° C. for 16 hours, and the top organic la...